This data is from the Open Reaction Database (ORD), a public repository of structured organic reaction records. The task is: describe an organic reaction: reactants, conditions, products, and yield Reactants: BrC=1C=C(C(=NC1)OC)N[C@H]1CN(CCC1)C(=O)OC(C)(C)C ((R)-tert-Butyl 3-((5-bromo-2-methoxypyridin-3-yl)amino)piperidine-1-carboxylate), ClCC(=O)N1C[C@@H](CCC1)NC1=CC(=CNC1=O)C1=CC=NC=C1 ((R)-5-((1-(2-Chloroacetyl)piperidin-3-yl)amino)-[3,4′-bipyridin]-6(1H)-one). Product: ClCC(=O)N1CC(C1)NC1=CC(=CNC1=O)C1=CC=NC=C1 (5-((1-(2-Chloroacetyl)azetidin-3-yl)amino)-[3,4′-bipyridin]-6(1H)-one). RXN SMILES: BrC1C=C(N[C@@H]2CCCN(C(OC(C)(C)C)=O)C2)C(OC)=NC=1.[Cl:24][CH2:25][C:26]([N:28]1CC[CH2:31][C@@H:30]([NH:34][C:35]2[C:40](=[O:41])[NH:39][CH:38]=[C:37]([C:42]3[CH:47]=[CH:46][N:45]=[CH:44][CH:43]=3)[CH:36]=2)[CH2:29]1)=[O:27]>>[Cl:24][CH2:25][C:26]([N:28]1[CH2:29][CH:30]([NH:34][C:35]2[C:40](=[O:41])[NH:39][CH:38]=[C:37]([C:42]3[CH:43]=[CH:44][N:45]=[CH:46][CH:47]=3)[CH:36]=2)[CH2:31]1)=[O:27]. Procedure: Following Example 1, but using tert-butyl 3-aminoazetidine-1-carboxylate (Example 1 Step 3) and reaction with chloroacetyl chloride (Example 1 Step 6) provided the desired compound after purification: 1H NMR (300 MHz, DMSO-d6) 11.87 (br s, 1H), 8.52 (d, J=5.4 Hz, 2H), 7.61 (d, J=6.0 Hz, 2H), 7.25-7.40 (m, 1H), 6.45-6.55 (m, 1H), 6.27 (d, J=6.3 Hz, 1H), 4.86 (apparent t, J=7.7 Hz, 1H), 4.25-4.44 (m, 2H), 4.13 (narrow m, 2H), 4.00-4.25 (m, 1H), 3.85-4.00 (m, 1H); MS (ES) m/z 319 (M+H). The reactants are C1(=CC=CC=C1)C1=C2C(=NC(=NC2=CC=C1)C=1C=C(C=NC1)S(=O)(=O)NP(O)(O)=O)NCC1=NC=CC=C1 (5-(5-Phenyl-4-(pyridin-2-ylmethylamino)quinazolin-2-yl)pyridin-3-ylsulfonylphosphoramidic acid), [OH-].[Mg+2].[OH-] (magnesium hydroxide). Run in C(C)O (ethanol), O (water). Reaction conditions: time 2 hour. Product: C1(=CC=CC=C1)C1=C2C(=NC(=NC2=CC=C1)C=1C=C(C=NC1)S(=O)(=O)NP([O-])([O-])=O)NCC1=NC=CC=C1.[Mg+2] (Magnesium (5-(5-phenyl-4-((pyridin-2-ylmethyl)amino)quinazolin-2-yl)pyridin-3-yl)sulfonylphosphoramidate). The yield is 75.8%. RXN SMILES: [C:1]1([C:7]2[CH:16]=[CH:15][CH:14]=[C:13]3[C:8]=2[C:9]([NH:31][CH2:32][C:33]2[CH:38]=[CH:37][CH:36]=[CH:35][N:34]=2)=[N:10][C:11]([C:17]2[CH:18]=[C:19]([S:23]([NH:26][P:27](=[O:30])([OH:29])[OH:28])(=[O:25])=[O:24])[CH:20]=[N:21][CH:22]=2)=[N:12]3)[CH:6]=[CH:5][CH:4]=[CH:3][CH:2]=1.[OH-].[Mg+2:40].[OH-]>C(O)C.O>[C:1]1([C:7]2[CH:16]=[CH:15][CH:14]=[C:13]3[C:8]=2[C:9]([NH:31][CH2:32][C:33]2[CH:38]=[CH:37][CH:36]=[CH:35][N:34]=2)=[N:10][C:11]([C:17]2[CH:18]=[C:19]([S:23]([NH:26][P:27](=[O:28])([O-:29])[O-:30])(=[O:24])=[O:25])[CH:20]=[N:21][CH:22]=2)=[N:12]3)[CH:2]=[CH:3][CH:4]=[CH:5][CH:6]=1.[Mg+2:40] |f:1.2.3,6.7|. Procedure details: To a suspension of ((5-(5-phenyl-4-((pyridin-2-ylmethyl)amino)quinazolin-2-yl)pyridin-3-yl)sulfonyl)phosphoramidic acid (2) (0.050 g, 0.091 mmol) in ethanol (5 mL) was added magnesium hydroxide (7.97 mg, 0.137 mmol) in 1 mL of water. The resulting mixture was stirred under nitrogen atmosphere at room temperature for 2 h. The reaction mixture was concentrated to dryness and the residue was washed with ethyl acetate (2×5 mL), acetone (2×10 mL) and acetonitrile (2×10 mL) to afford magnesium(5-(5-ph... Starting materials: [OH-].[Na+] (sodium hydroxide), C(C1=CC=CC=C1)(=O)C=1C(=NC(=CC1)C)Cl (3-Benzoyl-2-chloro-6-methylpyridine), ice water, [N+](=O)(O)[O-] (nitric acid). Run in S(O)(O)(=O)=O (sulfuric acid). Conditions: temperature 5 celsius, time 30 minute. Yields the product ClC1=NC(=CC=C1C(C1=CC(=CC=C1)[N+](=O)[O-])=O)C (2-chloro-6-methyl-3-(3-nitrobenzoyl)pyridine). Yield: 51.0%. As a reaction SMILES: [C:1]([C:9]1[C:10]([Cl:16])=[N:11][C:12]([CH3:15])=[CH:13][CH:14]=1)(=[O:8])[C:2]1[CH:7]=[CH:6][CH:5]=[CH:4][CH:3]=1.[N+:17]([O-])([OH:19])=[O:18].[OH-].[Na+]>S(=O)(=O)(O)O>[Cl:16][C:10]1[C:9]([C:1](=[O:8])[C:2]2[CH:3]=[CH:4][CH:5]=[C:6]([N+:17]([O-:19])=[O:18])[CH:7]=2)=[CH:14][CH:13]=[C:12]([CH3:15])[N:11]=1 |f:2.3|. Procedure details: 3-Benzoyl-2-chloro-6-methylpyridine (3.00 g, 12.9 mmol) dissolved in 40 ml of concentrated sulfuric acid was cooled to 5° C. or lower, 1.0 ml of fuming nitric acid was slowly added dropwise thereto, followed by stirring for 30 minutes. The reaction solution was poured into ice water, neutralized with sodium hydroxide aqueous solution and then extracted with ethyl acetate. The organic layer was washed with brine and dried over anhydrous magnesium sulfate. After removing magnesium sulfate by filtr...